The task is: describe an organic reaction: reactants, conditions, products, and yield. This data is from the Open Reaction Database (ORD), a public repository of structured organic reaction records. Reactants: C1(=CC=CC=C1)S(=O)(=O)CC1=CC=C(C(=C1C(=O)OCC)OC)Br (ethyl 6-(benzenesulphonylmethyl)-3-bromo-2-methoxybenzoate), BrC=1C=CC(=C(C(=O)OC)C1)CSC1=CC=CC=C1 (methyl 5-bromo-2-(phenylthiomethyl)benzoate), BrC=1C=CC(=C(C(=O)OC)C1)CSC1=CC=CC=C1 (methyl 5-bromo-2-(phenylthiomethyl)benzoate). The product is C1(=CC=CC=C1)S(=O)(=O)CC1=C(C(=O)OC)C=C(C=C1)Br (Methyl 2-(benzenesulphonylmethyl)-5-bromobenzoate). Reaction SMILES: [C:1]1([S:7]([CH2:10][C:11]2[C:16]([C:17]([O:19][CH2:20]C)=[O:18])=[C:15](OC)[C:14]([Br:24])=[CH:13][CH:12]=2)(=[O:9])=[O:8])[CH:6]=[CH:5][CH:4]=[CH:3][CH:2]=1.BrC1C=CC(CSC2C=CC=CC=2)=C(C=1)C(OC)=O>>[C:1]1([S:7]([CH2:10][C:11]2[CH:12]=[CH:13][C:14]([Br:24])=[CH:15][C:16]=2[C:17]([O:19][CH3:20])=[O:18])(=[O:9])=[O:8])[CH:2]=[CH:3][CH:4]=[CH:5][CH:6]=1. Reported procedure: Prepared by proceeding in a similar manner to Intermediate 61, starting from methyl 5-bromo-2-(phenylthiomethyl)benzoate (Intermediate 78). Reactants: NC1=NC(=CC(=N1)N1CCC2(C[C@H](NC2)C(=O)OCC)CC1)OC(C(F)(F)F)C1=C(C=C(C=C1)C(N)=O)N1N=C(C=C1)C ((3S)-ethyl 8-(2-amino-6-(1-(4-carbamoyl-2-(3-methyl-1H-pyrazol-1-yl)phenyl)-2,2,2-trifluoroethoxy)pyrimidin-4-yl)-2,8-diazaspiro[4.5]decane-3-carboxylate), [Li+].[OH-] (LiOH). The product is NC1=NC(=CC(=N1)N1CCC2(C[C@H](NC2)C(=O)O)CC1)O[C@@H](C(F)(F)F)C1=C(C=C(C=C1)C(N)=O)N1N=C(C=C1)C ((S)-8-(2-amino-6-((R)-1-(4-carbamoyl-2-(3-methyl-1H-pyrazol-1-yl)phenyl)-2,2,2-trifluoroethoxy)pyrimidin-4-yl)-2,8-diazaspiro[4.5]decane-3-carboxylic acid). Reaction SMILES: [NH2:1][C:2]1[N:7]=[C:6]([N:8]2[CH2:22][CH2:21][C:11]3([CH2:15][NH:14][C@H:13]([C:16]([O:18]CC)=[O:17])[CH2:12]3)[CH2:10][CH2:9]2)[CH:5]=[C:4]([O:23][CH:24]([C:29]2[CH:34]=[CH:33][C:32]([C:35](=[O:37])[NH2:36])=[CH:31][C:30]=2[N:38]2[CH:42]=[CH:41][C:40]([CH3:43])=[N:39]2)[C:25]([F:28])([F:27])[F:26])[N:3]=1.[Li+].[OH-]>>[NH2:1][C:2]1[N:7]=[C:6]([N:8]2[CH2:22][CH2:21][C:11]3([CH2:15][NH:14][C@H:13]([C:16]([OH:18])=[O:17])[CH2:12]3)[CH2:10][CH2:9]2)[CH:5]=[C:4]([O:23][C@H:24]([C:29]2[CH:34]=[CH:33][C:32]([C:35](=[O:37])[NH2:36])=[CH:31][C:30]=2[N:38]2[CH:42]=[CH:41][C:40]([CH3:43])=[N:39]2)[C:25]([F:28])([F:27])[F:26])[N:3]=1 |f:1.2|. Procedure: Hydrolysis of (3S)-ethyl 8-(2-amino-6-(1-(4-carbamoyl-2-(3-methyl-1H-pyrazol-1-yl)phenyl)-2,2,2-trifluoroethoxy)pyrimidin-4-yl)-2,8-diazaspiro[4.5]decane-3-carboxylate using the LiOH general method provides the title compound as a white solid. The reactants are N1=CC=CC2=CC=CC=C12 (quinoline), C(C1=CC=CC=C1)(=O)Cl (benzoyl chloride), C[Si](C)(C)C#N (Trimethyl silyl cyanide). Reagents/catalysts: [Cl-].[Al+3].[Cl-].[Cl-] (aluminum chloride). Run in C(Cl)Cl (methylene chloride). Conditions: time 10 minute. Yields the product C(C1=CC=CC=C1)(=O)N1C(C=CC2=CC=CC=C12)C#N (1-(Benzoyl)-1,2-dihydro-quinoline-2-carbonitrile). The yield is 66.7%. RXN SMILES: [N:1]1[C:10]2[C:5](=[CH:6][CH:7]=[CH:8][CH:9]=2)[CH:4]=[CH:3][CH:2]=1.[C:11](Cl)(=[O:18])[C:12]1[CH:17]=[CH:16][CH:15]=[CH:14][CH:13]=1.C[Si]([C:24]#[N:25])(C)C>[Cl-].[Al+3].[Cl-].[Cl-].C(Cl)Cl>[C:11]([N:1]1[C:10]2[C:5](=[CH:6][CH:7]=[CH:8][CH:9]=2)[CH:4]=[CH:3][CH:2]1[C:24]#[N:25])(=[O:18])[C:12]1[CH:17]=[CH:16][CH:15]=[CH:14][CH:13]=1 |f:3.4.5.6|. Procedure: A mixture of quinoline (19.35 g), benzoyl chloride (28.1 g), aluminum chloride (1.0 g) and methylene chloride (500 mL) was stirred at ambient temperature for 10 minutes. Trimethyl silyl cyanide (20.0 g) was added dropwise. The stirring was continued for 4 hours. The mixture was washed twice with 1N HCl (500 mL) then with water (500 mL). The organic phase was dried over anhydrous magnesium sulfate then evaporated to dryness. The title compound (26.0 g) was obtained as a white solid, m.p. 153-154°... Yields the product COc1cc(NC(=O)C(C)C)c(Br)cc1C. Reactants: [Br-], [Br-], [Br-], CCCC[N+](CCCC)(CCCC)CCCC, CCCC[N+](CCCC)(CCCC)CCCC, CCCC[N+](CCCC)(CCCC)CCCC, COc1cc(NC(=O)C(C)C)ccc1C, ClCCl. RXN SMILES: [Br-:16].[Br-:17].[Br-:18].[CH2:19]([N+:20]([CH2:21][CH2:22][CH2:23][CH3:24])([CH2:25][CH2:26][CH2:27][CH3:28])[CH2:29][CH2:30][CH2:31][CH3:32])[CH2:33][CH2:34][CH3:35].[CH2:36]([N+:37]([CH2:38][CH2:39][CH2:40][CH3:41])([CH2:42][CH2:43][CH2:44][CH3:45])[CH2:46][CH2:47][CH2:48][CH3:49])[CH2:50][CH2:51][CH3:52].[CH2:53]([N+:54]([CH2:55][CH2:56][CH2:57][CH3:58])([CH2:59][CH2:60][CH2:61][CH3:62])[CH2:63][CH2:64][CH2:65][CH3:66])[CH2:67][CH2:68][CH3:69].[CH3:1][O:2][c:3]1[cH:4][c:5]([NH:10][C:11]([CH:12]([CH3:13])[CH3:14])=[O:15])[cH:6][cH:7][c:8]1[CH3:9].[Cl:70][CH2:71][Cl:72]>>[CH3:1][O:2][c:3]1[cH:4][c:5]([NH:10][C:11]([CH:12]([CH3:13])[CH3:14])=[O:15])[c:6]([Br:16])[cH:7][c:8]1[CH3:9]. Reactants: CC(C)(C)[S@](=O)N[C@@H](C)C1=CC2=C(N(C=N2)C2OCCCC2)C=C1 ((S)-2-methyl-N-((1S)-1-(1-(tetrahydro-2H-pyran-2-yl)-1H-benzo[d]imidazol-5-yl)ethyl)propane-2-sulfinamide), Cl.CCOC(=O)C (HCl EtOAc). Solvent: CCOC(=O)C (EtOAc). The product is Cl.O1C(CCCC1)N1C=NC2=C1C=CC(=C2)[C@H](C)N ((1S)-1-(1-(tetrahydro-2H-pyran-2-yl)-1H-benzo[d]imidazol-5-yl)ethanamine hydrochloride). The yield is 83.0%. RXN SMILES: CC([S@@]([NH:7][C@H:8]([C:10]1[CH:24]=[CH:23][C:13]2[N:14]([CH:17]3[CH2:22][CH2:21][CH2:20][CH2:19][O:18]3)[CH:15]=[N:16][C:12]=2[CH:11]=1)[CH3:9])=O)(C)C.[ClH:25].CCOC(C)=O>CCOC(C)=O>[ClH:25].[O:18]1[CH2:19][CH2:20][CH2:21][CH2:22][CH:17]1[N:14]1[C:13]2[CH:23]=[CH:24][C:10]([C@@H:8]([NH2:7])[CH3:9])=[CH:11][C:12]=2[N:16]=[CH:15]1 |f:1.2,4.5|. Reported procedure: To a solution of 124 (3 g, 8.58 mmol) in EtOAc (10 mL) was added HCl/EtOAc (25 mL, 2 M in EtOAc) dropwise and stirred at RT. When the reaction was complete the reaction mixture was filtered, the solid was collected and washed with EtOAc to afford 2 g (83%) of (1S)-1-(1-(tetrahydro-2H-pyran-2-yl)-1H-benzo[d]imidazol-5-yl)ethanamine hydrochloride (126) as a white solid.